From a dataset of the Open Reaction Database (ORD), a public repository of structured organic reaction records. describe an organic reaction: reactants, conditions, products, and yield The reactants are CC1=NC=CC(=C1)C=O (2-methyl-pyridine-4-carbaldehyde), BrC1=NC=C(C=C1N(S(=O)(=O)C1=CC(=C(C=C1)Cl)C(F)(F)F)COC)Cl (N-(2-bromo-5-chloro-pyridin-3-yl)-4-chloro-N-methoxymethyl-3-trifluoromethyl-benzenesulfonamide), C(C)(C)[Mg]Cl (isopropylmagnesiumchloride). Run in C1CCOC1 (THF), C1CCOC1 (THF). Run at temperature 0 celsius, time 5 minute. Product: ClC1=C(C=C(C=C1)S(=O)(=O)N(COC)C=1C(=NC=C(C1)Cl)C(C1=CC(=NC=C1)C)O)C(F)(F)F (4-Chloro-N-{5-chloro-2-[hydroxy-(2-methyl-pyridin-4-yl)-methyl]-pyridin-3-yl}-N-methoxymethyl-3-trifluoromethyl benzenesulfonamide). RXN SMILES: Br[C:2]1[C:7]([N:8]([CH2:23][O:24][CH3:25])[S:9]([C:12]2[CH:17]=[CH:16][C:15]([Cl:18])=[C:14]([C:19]([F:22])([F:21])[F:20])[CH:13]=2)(=[O:11])=[O:10])=[CH:6][C:5]([Cl:26])=[CH:4][N:3]=1.C([Mg]Cl)(C)C.[CH3:32][C:33]1[CH:38]=[C:37]([CH:39]=[O:40])[CH:36]=[CH:35][N:34]=1>C1COCC1>[Cl:18][C:15]1[CH:16]=[CH:17][C:12]([S:9]([N:8]([C:7]2[C:2]([CH:39]([OH:40])[C:37]3[CH:36]=[CH:35][N:34]=[C:33]([CH3:32])[CH:38]=3)=[N:3][CH:4]=[C:5]([Cl:26])[CH:6]=2)[CH2:23][O:24][CH3:25])(=[O:11])=[O:10])=[CH:13][C:14]=1[C:19]([F:22])([F:21])[F:20]. Procedure details: To a stirred solution of N-(2-bromo-5-chloro-pyridin-3-yl)-4-chloro-N-methoxymethyl-3-trifluoromethyl-benzenesulfonamide (494 mg, 1.0 mmol) in anhydrous THF (10 mL) was added 2 M isopropylmagnesiumchloride in THF (1.20 mL, 2.4 mmol) at −40° C. After 5 minutes dry ice-acetone bath was replaced with a ice water bath and stirred at 0° C. for 1 h. Solid 2-methyl-pyridine-4-carbaldehyde (327 mg, 2.7 mmol) was added in one portion and the progress of the reaction was followed by LCMS. The reaction mix... Starting materials: COCC(=O)Cl, CCN(C(C)C)C(C)C, ClCCl, Nc1cc(Oc2ccc([N+](=O)[O-])cc2)ncn1. Product: COCC(=O)Nc1cc(Oc2ccc([N+](=O)[O-])cc2)ncn1. Reaction SMILES: [CH3:27][O:28][CH2:29][C:30](=[O:31])[Cl:32].[CH:18]([N:19]([CH2:20][CH3:21])[CH:22]([CH3:23])[CH3:24])([CH3:25])[CH3:26].[Cl:33][CH2:34][Cl:35].[NH2:1][c:2]1[n:3][cH:4][n:5][c:6]([O:8][c:9]2[cH:10][cH:11][c:12]([N+:15](=[O:16])[O-:17])[cH:13][cH:14]2)[cH:7]1>>[NH:1]([c:2]1[n:3][cH:4][n:5][c:6]([O:8][c:9]2[cH:10][cH:11][c:12]([N+:15](=[O:16])[O-:17])[cH:13][cH:14]2)[cH:7]1)[C:30]([CH2:29][O:28][CH3:27])=[O:31]. Reactants: CCN(CC)OS(=O)[O-], ClC(Cl)Cl, OC1CCc2c(Cl)ncnc21, [F-], [F-], [F-]. The product is FC1CCc2c(Cl)ncnc21. Reaction SMILES: [CH2:4]([N:5]([O:6][S:7]([O-:8])=[O:9])[CH2:10][CH3:11])[CH3:12].[CH:24]([Cl:25])([Cl:26])[Cl:27].[Cl:13][c:14]1[c:15]2[c:16]([n:17][cH:18][n:19]1)[CH:20]([OH:23])[CH2:21][CH2:22]2.[F-:1].[F-:2].[F-:3]>>[F:1][CH:20]1[c:16]2[c:15]([c:14]([Cl:13])[n:19][cH:18][n:17]2)[CH2:22][CH2:21]1. The product is ClC=1C=C2C(CN(CC2=C(C1)Cl)C)C1=CC=C(C=C1)S(=O)(=O)NCCOCCOCCOCCNC(C(C(C(=O)NCCOCCOCCOCCNS(=O)(=O)C1=CC=C(C=C1)C1CN(CC2=C(C=C(C=C12)Cl)Cl)C)O)O)=O (N1,N4-bis(2-(2-(2-(2-(4-(6,8-dichloro-2-methyl-1,2,3,4-tetrahydroisoquinolin-4-yl)phenylsulfonamido)ethoxy)ethoxy)ethoxy)ethyl)-2,3-dihydroxysuccinamide). As a reaction SMILES: [OH:1][CH:2]([CH:13]([OH:24])[C:14]([O:16]N1C(=O)CCC1=O)=O)[C:3]([O:5]N1C(=O)CCC1=O)=O.[NH2:25][CH2:26][CH2:27][O:28][CH2:29][CH2:30][O:31][CH2:32][CH2:33][O:34][CH2:35][CH2:36][NH:37][S:38]([C:41]1[CH:46]=[CH:45][C:44]([CH:47]2[C:56]3[C:51](=[C:52]([Cl:58])[CH:53]=[C:54]([Cl:57])[CH:55]=3)[CH2:50][N:49]([CH3:59])[CH2:48]2)=[CH:43][CH:42]=1)(=[O:40])=[O:39]>>[Cl:57][C:54]1[CH:55]=[C:56]2[C:51](=[C:52]([Cl:58])[CH:53]=1)[CH2:50][N:49]([CH3:59])[CH2:48][CH:47]2[C:44]1[CH:43]=[CH:42][C:41]([S:38]([NH:37][CH2:36][CH2:35][O:34][CH2:33][CH2:32][O:31][CH2:30][CH2:29][O:28][CH2:27][CH2:26][NH:25][C:3](=[O:5])[CH:2]([OH:1])[CH:13]([OH:24])[C:14]([NH:25][CH2:26][CH2:27][O:28][CH2:29][CH2:30][O:31][CH2:32][CH2:33][O:34][CH2:35][CH2:36][NH:37][S:38]([C:41]2[CH:42]=[CH:43][C:44]([CH:47]3[C:56]4[C:51](=[C:52]([Cl:58])[CH:53]=[C:54]([Cl:57])[CH:55]=4)[CH2:50][N:49]([CH3:59])[CH2:48]3)=[CH:45][CH:46]=2)(=[O:40])=[O:39])=[O:16])(=[O:40])=[O:39])=[CH:46][CH:45]=1. Reported procedure: Compound 227 was prepared following the procedure outlined in Example 168 using bis(2,5-dioxopyrrolidin-1-yl) 2,3-dihydroxysuccinate (49.6 mg, 0.144 mmol) and N-(2-(2-(2-(2-aminoethoxy)ethoxy)ethoxy)ethyl)-4-(6,8-dichloro-2-methyl-1,2,3,4-tetrahydroisoquinolin-4-yl)benzenesulfonamide (Compound 82, 157 mg, 0.288 mmol). Purification by preparative HPLC gave the title compound (34.5 mg) as a TFA salt. 1H-NMR (400 MHz, CD3OD): δ 7.89 (d, 4H), 7.53 (s, 2H), 7.45 (d, 4H), 6.83 (s, 2H), 4.77-4.74 (m, 6... Isolated yield 19.8%. Starting materials: OC(C(=O)ON1C(CCC1=O)=O)C(C(=O)ON1C(CCC1=O)=O)O (bis(2,5-dioxopyrrolidin-1-yl) 2,3-dihydroxysuccinate), NCCOCCOCCOCCNS(=O)(=O)C1=CC=C(C=C1)C1CN(CC2=C(C=C(C=C12)Cl)Cl)C (N-(2-(2-(2-(2-aminoethoxy)ethoxy)ethoxy)ethyl)-4-(6,8-dichloro-2-methyl-1,2,3,4-tetrahydroisoquinolin-4-yl)benzenesulfonamide), NCCOCCOCCOCCNS(=O)(=O)C1=CC=C(C=C1)C1CN(CC2=C(C=C(C=C12)Cl)Cl)C (N-(2-(2-(2-(2-aminoethoxy)ethoxy)ethoxy)ethyl)-4-(6,8-dichloro-2-methyl-1,2,3,4-tetrahydroisoquinolin-4-yl)benzenesulfonamide). Starting materials: peracid, S([O-])(O)=O.[Na+] (sodium bisulfite), ClC1=CC2=C(C=3C(CN=C2C2=C(C=CC=C2)Cl)=CN(C3C)CC(=O)N)C=C1 (8-chloro-6-(2-chlorophenyl)-1-methyl-2H,4H-pyrrolo[3,4-d][2]benzazepine-2-acetamide), OO (hydrogen peroxide), solution, S(O)(O)(=O)=O (sulfuric acid). The solvent is C(C)(=O)O (acetic acid). Run at time 1 hour. The product is ClC1=CC2=C(C3=C(CN=C2C2=C(C=CC=C2)Cl)C(N(C3C)CC(=O)N)=O)C=C1 (8-chloro-6-(2-chlorophenyl)-1,4-dihydro-1-methyl-3-oxo-2H-pyrrolo[3,4-d][2]benzazepine-2-acetamide). As a reaction SMILES: OO.S(=O)(=O)(O)O.[Cl:8][C:9]1[CH:34]=[CH:33][C:12]2[C:13]3[C:14](=[CH:25][N:26]([CH2:29][C:30]([NH2:32])=[O:31])[C:27]=3[CH3:28])[CH2:15][N:16]=[C:17]([C:18]3[CH:23]=[CH:22][CH:21]=[CH:20][C:19]=3[Cl:24])[C:11]=2[CH:10]=1.S(=O)(O)[O-:36].[Na+]>C(O)(=O)C>[Cl:8][C:9]1[CH:34]=[CH:33][C:12]2[C:13]3[CH:27]([CH3:28])[N:26]([CH2:29][C:30]([NH2:32])=[O:31])[C:25](=[O:36])[C:14]=3[CH2:15][N:16]=[C:17]([C:18]3[CH:23]=[CH:22][CH:21]=[CH:20][C:19]=3[Cl:24])[C:11]=2[CH:10]=1 |f:3.4|. Procedure: In one portion, 0.7 ml (6.2 mmol) of 30% hydrogen peroxide was added to a 1% solution of concentrated sulfuric acid in acetic acid. After stirring for 1 hour, 1.7 g (4.2 mmol) of 8-chloro-6-(2-chlorophenyl)-1-methyl-2H,4H-pyrrolo[3,4-d][2]benzazepine-2-acetamide were added, and the resulting solution was stirred for 30 minutes. The excess peracid was discharged by the addition of saturated aqueous sodium bisulfite solution, and the mixture was concentrated at reduced pressure. The residue was pa... The reactants are C(C1=CC=CC=C1)OC(=O)N[C@@H](C[C@H](C)C(F)(F)F)C(=O)OC (methyl (4S)—N-[(benzyloxy)carbonyl]-5,5,5-trifluoro-L-leucinate), [Li+].[Cl-] (LiCl), [BH4-].[Na+] (NaBH4). Solvent: CCO (EtOH). Reaction conditions: time 12.5 minute. The product is FC([C@H](C[C@@H](CO)NC(OCC1=CC=CC=C1)=O)C)(F)F (benzyl (1S,3S)-4,4,4-trifluoro-1-(hydroxymethyl)-3-methylbutylcarbamate). As a reaction SMILES: [CH2:1]([O:8][C:9]([NH:11][C@H:12]([C:20](OC)=[O:21])[CH2:13][C@@H:14]([C:16]([F:19])([F:18])[F:17])[CH3:15])=[O:10])[C:2]1[CH:7]=[CH:6][CH:5]=[CH:4][CH:3]=1.[Li+].[Cl-].[BH4-].[Na+]>CCO>[F:17][C:16]([F:18])([F:19])[C@@H:14]([CH3:15])[CH2:13][C@H:12]([NH:11][C:9](=[O:10])[O:8][CH2:1][C:2]1[CH:3]=[CH:4][CH:5]=[CH:6][CH:7]=1)[CH2:20][OH:21] |f:1.2,3.4|. Reported procedure: To a solution of methyl (4S)—N-[(benzyloxy)carbonyl]-5,5,5-trifluoro-L-leucinate (5.4 g, 16.2 mmol) in EtOH (150 mL) at room temperature was added LiCl (2.8 g, 66 mol) and the mixture was stirred for 10 to 15 min, followed by the addition of NaBH4 (2.5 g, 66 mmol). The mixture was stirred at room temperature for 6 h. After dilution with H2O (60 mL), the mixture was quenched with 6M aqueous HCl (18 mL). More H2O was added and the mixture was extracted with EtOAc (2×). The combined EtOAc extracts ...